Dataset: the Open Reaction Database (ORD), a public repository of structured organic reaction records. Task: describe an organic reaction: reactants, conditions, products, and yield The reactants are ClC1=CC=C2C(=C1)NC(C21C(NC(CC1C1=C(C=CC(=C1)Cl)OCC(C)C(=O)OCC)=O)C1=C(C=CC(=C1)F)F)=O (racemic (2′R,3R,4′S)-6-chloro-4′-[5-chloro-2-(2-ethoxycarbonyl-2-methyl-ethoxy)-phenyl]-2′-(2,5-difluoro phenyl)spiro[3H-indole-3,3′-piperidine]-2,6′(1H)-dione), [OH-].[Na+] (NaOH), O (H2O). The solvent is C1CCOC1 (THF). Reaction conditions: temperature 80 celsius. Product: ClC1=CC=C2C(=C1)NC(C21C(NC(CC1C1=C(C=CC(=C1)Cl)OCC(C)C(=O)O)=O)C1=C(C=CC(=C1)F)F)=O (racemic (2′R,3S,4′R)-6-chloro-4′-[5-chloro-2-(2-hydroxycarbonyl-2-methyl-ethoxy)-phenyl]-2′-(2,5-difluoro phenyl)spiro[3H-indole-3,3′-piperidine]-2,6′(1H)-dione). Isolated yield 78.7%. Reaction SMILES: [Cl:1][C:2]1[CH:7]=[C:6]2[NH:8][C:9](=[O:41])[C:10]3([CH:15]([C:16]4[CH:21]=[C:20]([Cl:22])[CH:19]=[CH:18][C:17]=4[O:23][CH2:24][CH:25]([C:27]([O:29]CC)=[O:28])[CH3:26])[CH2:14][C:13](=[O:32])[NH:12][CH:11]3[C:33]3[CH:38]=[C:37]([F:39])[CH:36]=[CH:35][C:34]=3[F:40])[C:5]2=[CH:4][CH:3]=1.[OH-].[Na+].O>C1COCC1>[Cl:1][C:2]1[CH:7]=[C:6]2[NH:8][C:9](=[O:41])[C:10]3([CH:15]([C:16]4[CH:21]=[C:20]([Cl:22])[CH:19]=[CH:18][C:17]=4[O:23][CH2:24][CH:25]([C:27]([OH:29])=[O:28])[CH3:26])[CH2:14][C:13](=[O:32])[NH:12][CH:11]3[C:33]3[CH:38]=[C:37]([F:39])[CH:36]=[CH:35][C:34]=3[F:40])[C:5]2=[CH:4][CH:3]=1 |f:1.2|. Procedure: A mixture of racemic (2′R,3R,4′S)-6-chloro-4′-[5-chloro-2-(2-ethoxycarbonyl-2-methyl-ethoxy)-phenyl]-2′-(2,5-difluoro phenyl)spiro[3H-indole-3,3′-piperidine]-2,6′(1H)-dione (400 mg), NaOH (111 mg), H2O (5 mL) and THF (10 mL) was heated at 80° C. for 1 h. Then THF was removed by vacuum. The water solution was acidified by concentrated hydrochloric acid to “pH” 1. The white precipitate was collected by filtration to give title compound as a white solid (300 mg). Reported procedure: 37 g of N-[(5,6-dimethoxyindan-2-yl)methylcarbonyl]-N-(methyl)amine are treated with 8.5 g of LiAlH4 in 470 ml of tetrahydrofuran under reflux for 6 hours, then the mixture is hydrolysed and subsequently concentrated to yield, finally, 24 g of N-[(5,6-dimethoxyindan-2-yl)-ethyl)-N-(methyl)amine (yield 69%). Product: COC=1C=C2CC(CC2=CC1OC)CCNC (N-[(5,6-dimethoxyindan-2-yl)-ethyl)-N-(methyl)amine). The yield is 68.7%. As a reaction SMILES: [CH3:1][O:2][C:3]1[CH:4]=[C:5]2[C:9](=[CH:10][C:11]=1[O:12][CH3:13])[CH2:8][CH:7]([CH2:14][C:15]([NH:17][CH3:18])=O)[CH2:6]2.[H-].[H-].[H-].[H-].[Li+].[Al+3]>O1CCCC1>[CH3:13][O:12][C:11]1[CH:10]=[C:9]2[C:5](=[CH:4][C:3]=1[O:2][CH3:1])[CH2:6][CH:7]([CH2:14][CH2:15][NH:17][CH3:18])[CH2:8]2 |f:1.2.3.4.5.6|. The solvent is O1CCCC1 (tetrahydrofuran). The reactants are COC=1C=C2CC(CC2=CC1OC)CC(=O)NC (N-[(5,6-dimethoxyindan-2-yl)methylcarbonyl]-N-(methyl)amine), [H-].[H-].[H-].[H-].[Li+].[Al+3] (LiAlH4). Reactants: N(=O)OCCC(C)C (isoamyl nitrite), CSSC (dimethyl disulfide), BrC1=CC(=C(N)C=C1)[N+](=O)[O-] (4-bromo-2-nitroaniline). Reaction conditions: temperature 85 celsius. Product: hexanes ethyl acetate, BrC1=CC(=C(C=C1)SC)[N+](=O)[O-] (4-bromo-1-methylsulfanyl-2-nitro-benzene). Isolated yield 97.1%. As a reaction SMILES: N(OCCC(C)C)=O.CS[S:11][CH3:12].[Br:13][C:14]1[CH:20]=[CH:19][C:17](N)=[C:16]([N+:21]([O-:23])=[O:22])[CH:15]=1>>[Br:13][C:14]1[CH:20]=[CH:19][C:17]([S:11][CH3:12])=[C:16]([N+:21]([O-:23])=[O:22])[CH:15]=1. Procedure details: A solution of isoamyl nitrite (10.05 mL, 75 mmol) in dimethyl disulfide (49.5 mL, 550 mmol) at 25° C. was slowly treated with 4-bromo-2-nitroaniline (10.85 g, 50 mmol). The reaction was exothermic with gas evolution. The resulting brown reaction mixture was heated to 80-90° C. for 2 h, at which time, thin layer chromatography analysis of the reaction mixture indicated the absence of starting material. The reaction mixture was cooled to 25° C. and then concentrated in vacuo. The resulting residue...